Task: describe an organic reaction: reactants, conditions, products, and yield. Dataset: the Open Reaction Database (ORD), a public repository of structured organic reaction records The reactants are O=C([O-])[O-], CCO, O=c1[nH]cc(F)c(=O)[nH]1, [K+], [K+], C1COCCO1, O=S(=O)(Cl)c1ccccc1. Yields the product O=c1[nH]c(=O)n(S(=O)(=O)c2ccccc2)cc1F. Reaction SMILES: [C:10](=[O:11])([O-:12])[O-:13].[CH3:32][CH2:33][OH:34].[F:1][c:2]1[c:3](=[O:9])[nH:4][c:5](=[O:8])[nH:6][cH:7]1.[K+:14].[K+:15].[O:16]1[CH2:17][CH2:18][O:19][CH2:20][CH2:21]1.[c:22]1([S:28](=[O:29])(=[O:30])[Cl:31])[cH:23][cH:24][cH:25][cH:26][cH:27]1>>[F:1][c:2]1[c:3](=[O:9])[nH:4][c:5](=[O:8])[n:6]([S:28]([c:22]2[cH:23][cH:24][cH:25][cH:26][cH:27]2)(=[O:29])=[O:30])[cH:7]1. The reactants are CCO, [Na+], [OH-], CCOC(=O)c1c(-c2ccccc2)nc2c(C(F)(F)F)cccc2c1O. The product is O=C(O)c1c(-c2ccccc2)nc2c(C(F)(F)F)cccc2c1O. Reaction SMILES: [CH3:29][CH2:30][OH:31].[Na+:28].[OH-:27].[OH:1][c:2]1[c:3]([C:22](=[O:23])[O:24][CH2:25][CH3:26])[c:4](-[c:16]2[cH:17][cH:18][cH:19][cH:20][cH:21]2)[n:5][c:6]2[c:7]([C:12]([F:13])([F:14])[F:15])[cH:8][cH:9][cH:10][c:11]12>>[OH:1][c:2]1[c:3]([C:22](=[O:23])[OH:24])[c:4](-[c:16]2[cH:17][cH:18][cH:19][cH:20][cH:21]2)[n:5][c:6]2[c:7]([C:12]([F:13])([F:14])[F:15])[cH:8][cH:9][cH:10][c:11]12. The reagents and catalysts are [Fe] (iron). The solvent is O (water). The yield is 77.8%. Run at time 2 hour. As a reaction SMILES: [Br:1][C:2]1[C:9]([F:10])=[CH:8][C:5]([CH:6]=[O:7])=[C:4]([N+:11]([O-])=O)[CH:3]=1.CCO.CC(O)=O>[Fe].O>[NH2:11][C:4]1[CH:3]=[C:2]([Br:1])[C:9]([F:10])=[CH:8][C:5]=1[CH:6]=[O:7]. The product is NC1=C(C=O)C=C(C(=C1)Br)F (2-Amino-4-bromo-5-fluorobenzaldehyde). Reported procedure: To a mixture of 4-bromo-5-fluoro-2-nitrobenzaldehyde (2.219 g, 8.947 mmol) and iron powder (2.535 g, 45.39 mmol), EtOH (30.0 mL) was added, followed by AcOH (10.0 mL) and water (5.0 mL). The reaction mixture was stirred at room temperature for 2 h, then concentrated under reduced pressure. EtOAc (150 mL) was added to the resulting residue. The mixture formed was filtered through a pad of diatomaceous earth. The diatomaceous earth pad was washed with 10 wt % aq. K3PO4 (150 mL) and EtOAc (100 mL).... The reactants are BrC1=CC(=C(C=O)C=C1F)[N+](=O)[O-] (4-bromo-5-fluoro-2-nitrobenzaldehyde), CCO (EtOH), CC(=O)O (AcOH). Starting materials: Cc1ccccc1, CNOC, Cl, [Na+], O=C(Cl)Cc1ccc2c(c1)OCO2, [OH-], O. Yields the product CON(C)C(=O)Cc1ccc2c(c1)OCO2. As a reaction SMILES: [CH3:22][c:23]1[cH:24][cH:25][cH:26][cH:27][cH:28]1.[CH3:4][NH:5][O:6][CH3:7].[ClH:3].[Na+:2].[O:8]1[CH2:9][O:10][c:11]2[c:12]1[cH:13][cH:14][c:15]([CH2:17][C:18](=[O:19])[Cl:20])[cH:16]2.[OH-:1].[OH2:21]>>[CH3:4][N:5]([O:6][CH3:7])[C:18]([CH2:17][c:15]1[cH:14][cH:13][c:12]2[c:11]([cH:16]1)[O:10][CH2:9][O:8]2)=[O:19]. The reactants are FC1(OC2=C(O1)C=CC(=C2)C(C2C(OC(OC2=O)(C)C)=O)C2=CNC1=C(C=CC=C21)CSC)F (5-[(2,2-Difluoro-1,3-benzodioxol-5-yl){7-[(methylsulfanyl)methyl]-1H-indol-3-yl}methyl]-2,2-dimethyl-1,3-dioxane-4,6-dione). The reagents and catalysts are [Cu] (copper). Run in N1=CC=CC=C1 (pyridine), C(C)O (ethanol). Yields the product FC1(OC2=C(O1)C=CC(=C2)C(CC(=O)OCC)C2=CNC1=C(C=CC=C21)CSC)F (Ethyl 3-(2,2-difluoro-1,3-benzodioxol-5-yl)-3-{7-[(methylsulfanyl)methyl]-1H-indol-3-yl}propanoate). RXN SMILES: [F:1][C:2]1([F:34])[O:6][C:5]2[CH:7]=[CH:8][C:9]([CH:11]([C:22]3[C:30]4[C:25](=[C:26]([CH2:31][S:32][CH3:33])[CH:27]=[CH:28][CH:29]=4)[NH:24][CH:23]=3)[CH:12]3C(=O)O[C:15](C)([CH3:19])[O:14][C:13]3=[O:21])=[CH:10][C:4]=2[O:3]1>N1C=CC=CC=1.C(O)C.[Cu]>[F:34][C:2]1([F:1])[O:6][C:5]2[CH:7]=[CH:8][C:9]([CH:11]([C:22]3[C:30]4[C:25](=[C:26]([CH2:31][S:32][CH3:33])[CH:27]=[CH:28][CH:29]=4)[NH:24][CH:23]=3)[CH2:12][C:13]([O:14][CH2:15][CH3:19])=[O:21])=[CH:10][C:4]=2[O:3]1. Procedure: 17 mg (271 μmol) of copper powder were added to a solution of 2.66 g (5.43 mmol) of the compound from Example 97A in 10 ml of pyridine and 2 ml of ethanol. The reaction mixture was heated under reflux for 4 h. It was concentrated, and the crude product was purified firstly by flash chromatography on silica gel (mobile phase: cyclohexane/ethyl acetate gradient) and then by preparative HPLC (mobile phase: acetonitrile/water gradient). 1.73 g (74% of theory) of the title compound were obtained. Starting materials: COc1ccc(C2CC(=O)N(C(=O)OC(C)(C)C)C2)cc1Oc1ccccc1C, ClCCl, O=C(O)C(F)(F)F. As a reaction SMILES: [C:1]([O:2][C:3](=[O:4])[N:8]1[C:9](=[O:29])[CH2:10][CH:11]([c:13]2[cH:14][c:15]([O:21][c:22]3[c:23]([CH3:28])[cH:24][cH:25][cH:26][cH:27]3)[c:16]([O:19][CH3:20])[cH:17][cH:18]2)[CH2:12]1)([CH3:5])([CH3:6])[CH3:7].[Cl:37][CH2:38][Cl:39].[F:30][C:31]([F:32])([F:33])[C:34]([OH:35])=[O:36]>>[NH:8]1[C:9](=[O:29])[CH2:10][CH:11]([c:13]2[cH:14][c:15]([O:21][c:22]3[c:23]([CH3:28])[cH:24][cH:25][cH:26][cH:27]3)[c:16]([O:19][CH3:20])[cH:17][cH:18]2)[CH2:12]1. Product: COc1ccc(C2CNC(=O)C2)cc1Oc1ccccc1C. The reactants are CC(CS(=O)(=O)N(C)C)C(=O)OCc1ccccc1, CC(=O)O. The product is CC(CS(=O)(=O)N(C)C)C(=O)O. Reaction SMILES: [CH3:1][N:2]([S:3](=[O:4])(=[O:5])[CH2:6][CH:7]([C:8](=[O:9])[O:10][CH2:11][c:12]1[cH:13][cH:14][cH:15][cH:16][cH:17]1)[CH3:18])[CH3:19].[CH3:20][C:21](=[O:22])[OH:23]>>[CH3:1][N:2]([S:3](=[O:4])(=[O:5])[CH2:6][CH:7]([C:8](=[O:9])[OH:10])[CH3:18])[CH3:19]. Reactants: [Br-], C[Mg+], [Cl-], CCOCC(=O)Cn1nc2c(-c3ccc(Cl)cc3)c(-c3ccc(Cl)cc3)cnn2c1=O, [NH4+]. Product: CCOCC(C)(O)Cn1nc2c(-c3ccc(Cl)cc3)c(-c3ccc(Cl)cc3)cnn2c1=O. Reaction SMILES: [Br-:1].[CH3:2][Mg+:3].[Cl-:35].[Cl:4][c:5]1[cH:6][cH:7][c:8](-[c:11]2[c:12](-[c:28]3[cH:29][cH:30][c:31]([Cl:34])[cH:32][cH:33]3)[c:13]3[n:14]([n:15][cH:16]2)[c:17](=[O:27])[n:18]([CH2:20][C:21]([CH2:22][O:23][CH2:24][CH3:25])=[O:26])[n:19]3)[cH:9][cH:10]1.[NH4+:36]>>[CH3:2][C:21]([CH2:20][n:18]1[c:17](=[O:27])[n:14]2[c:13]([c:12](-[c:28]3[cH:29][cH:30][c:31]([Cl:34])[cH:32][cH:33]3)[c:11](-[c:8]3[cH:7][cH:6][c:5]([Cl:4])[cH:10][cH:9]3)[cH:16][n:15]2)[n:19]1)([CH2:22][O:23][CH2:24][CH3:25])[OH:26].